Dataset: the Open Reaction Database (ORD), a public repository of structured organic reaction records. Task: describe an organic reaction: reactants, conditions, products, and yield The reactants are O=C1Nc2cc(Br)cnc2N2CCCC12, O=C([O-])[O-], C1CCOC1, B1C2CCCC1CCC2, C=C1CCN(c2ccc(Cl)cc2)CC1, [K+], [K+], CN(C)C=O, O. Yields the product O=C1Nc2cc(CC3CCN(c4ccc(Cl)cc4)CC3)cnc2N2CCCC12. RXN SMILES: [Br:24][c:25]1[cH:26][c:27]2[c:32]([n:33][cH:34]1)[N:31]1[CH:30]([C:29](=[O:38])[NH:28]2)[CH2:37][CH2:36][CH2:35]1.[C:39](=[O:40])([O-:41])[O-:42].[CH2:45]1[O:46][CH2:47][CH2:48][CH2:49]1.[CH:15]12[CH2:16][CH2:17][CH2:18][CH:19]([BH:20]1)[CH2:21][CH2:22][CH2:23]2.[Cl:1][c:2]1[cH:3][cH:4][c:5]([N:8]2[CH2:9][CH2:10][C:11](=[CH2:14])[CH2:12][CH2:13]2)[cH:6][cH:7]1.[K+:43].[K+:44].[O:50]=[CH:51][N:52]([CH3:53])[CH3:54].[OH2:55]>>[Cl:1][c:2]1[cH:3][cH:4][c:5]([N:8]2[CH2:9][CH2:10][CH:11]([CH2:14][c:25]3[cH:26][c:27]4[c:32]([n:33][cH:34]3)[N:31]3[CH:30]([C:29](=[O:38])[NH:28]4)[CH2:37][CH2:36][CH2:35]3)[CH2:12][CH2:13]2)[cH:6][cH:7]1. Starting materials: NN (hydrazine), CC1(C=2C=CC(=CC2C(CC1)(C)C)C(=O)NN)C (5,6,7,8-tetrahydro-5,5,8,8-tetramethylnaphthalene-2-carboxylic hydrazide), 13.5, C(#N)C1=CC=C(C(=O)Cl)C=C1 (4-cyanobenzoyl chloride), CC1(C=2C=CC(=CC2C(CC1)(C)C)C(=O)O)C (5,6,7,8-tetrahydro-5,5,8,8-tetramethylnaphthalene-2-carboxylic acid), S(=O)(Cl)Cl (thionyl chloride), Cl (hydrogen chloride). The solvent is C(C)(C)O (isopropanol), O1CCCC1 (tetrahydrofuran), O1CCCC1 (tetrahydrofuran), C1(=CC=CC=C1)C (toluene), CCOCC (ether), O (water). Reaction conditions: temperature -10 celsius, time 15 minute. The product is C(#N)C1=CC=C(C(=O)NNC(=O)C2=CC=3C(CCC(C3C=C2)(C)C)(C)C)C=C1 (N-(4-cyanobenzoyl)-N'-(5,6,7,8-tetrahydro-5,5,8,8-tetramethyl-2-naphthoyl)-hydrazine). As a reaction SMILES: CC1(C)CCC(C)(C)C2C=C(C(O)=O)C=CC1=2.S(Cl)(Cl)=O.Cl.NN.[CH3:25][C:26]1([CH3:42])[CH2:35][CH2:34][C:33]([CH3:37])([CH3:36])[C:32]2[CH:31]=[C:30]([C:38]([NH:40][NH2:41])=[O:39])[CH:29]=[CH:28][C:27]1=2.[C:43]([C:45]1[CH:53]=[CH:52][C:48]([C:49](Cl)=[O:50])=[CH:47][CH:46]=1)#[N:44]>C1(C)C=CC=CC=1.C(O)(C)C.O1CCCC1.CCOCC.O>[C:43]([C:45]1[CH:53]=[CH:52][C:48]([C:49]([NH:41][NH:40][C:38]([C:30]2[CH:29]=[CH:28][C:27]3[C:26]([CH3:42])([CH3:25])[CH2:35][CH2:34][C:33]([CH3:36])([CH3:37])[C:32]=3[CH:31]=2)=[O:39])=[O:50])=[CH:47][CH:46]=1)#[N:44]. Procedure details: 23.2 g (0.1 mole) of 5,6,7,8-tetrahydro-5,5,8,8-tetramethylnaphthalene-2-carboxylic acid and 18 g (0.15 mole) of thionyl chloride in 75 ml of toluene were heated until hydrogen chloride gas was no longer formed. Thereafter, the mixture was evaporated down, toluene was added several times and the mixture was evaporated down again to remove residual thionyl chloride. The residue was dissolved in 75 ml of isopropanol and added dropwise at from -10° to -15° C. to a solution of 7.4 g (0.23 mole) of h...